This data is from the Open Reaction Database (ORD), a public repository of structured organic reaction records. The task is: describe an organic reaction: reactants, conditions, products, and yield Reactants: C1COCCN1, C1CCOC1, Cc1ccc(S(=O)(=O)OCCOc2ccc3[nH]nc(S(=O)(=O)c4ccccc4)c3c2)cc1. The product is O=S(=O)(c1ccccc1)c1n[nH]c2ccc(OCCN3CCOCC3)cc12. RXN SMILES: [CH2:33]1[CH2:34][O:35][CH2:36][CH2:37][NH:38]1.[CH2:39]1[O:40][CH2:41][CH2:42][CH2:43]1.[c:1]1([S:7](=[O:8])(=[O:9])[c:10]2[n:11][nH:12][c:13]3[cH:14][cH:15][c:16]([O:19][CH2:20][CH2:21][O:22][S:23]([c:24]4[cH:25][cH:26][c:27]([CH3:28])[cH:29][cH:30]4)(=[O:31])=[O:32])[cH:17][c:18]23)[cH:2][cH:3][cH:4][cH:5][cH:6]1>>[c:1]1([S:7](=[O:8])(=[O:9])[c:10]2[n:11][nH:12][c:13]3[cH:14][cH:15][c:16]([O:19][CH2:20][CH2:21][N:38]4[CH2:33][CH2:34][O:35][CH2:36][CH2:37]4)[cH:17][c:18]23)[cH:2][cH:3][cH:4][cH:5][cH:6]1.